This data is from the Open Reaction Database (ORD), a public repository of structured organic reaction records. The task is: describe an organic reaction: reactants, conditions, products, and yield Yields the product CC(CN1CCCC1)(C)N1C=NC(=C1)NC(C(CCC)NC(CC1=CC(=CC(=C1)F)F)C)=O (2-[2-(3,5-Difluoro-phenyl)-1-methyl-ethylamino]-pentanoic acid [1-(1,1-dimethyl-2-pyrrolidin-1-yl-ethyl)-1H-imidazol-4-yl]-amide). RXN SMILES: [CH3:1][C:2]([N:10]1[CH:14]=[C:13]([NH:15][C:16](=[O:22])[CH:17]([NH2:21])[CH2:18][CH2:19][CH3:20])[N:12]=[CH:11]1)([CH3:9])[CH2:3][N:4]1[CH2:8][CH2:7][CH2:6][CH2:5]1.[F:23][C:24]1[CH:25]=[C:26]([CH2:31][C:32](=O)[CH3:33])[CH:27]=[C:28]([F:30])[CH:29]=1>>[CH3:1][C:2]([N:10]1[CH:14]=[C:13]([NH:15][C:16](=[O:22])[CH:17]([NH:21][CH:32]([CH3:33])[CH2:31][C:26]2[CH:27]=[C:28]([F:30])[CH:29]=[C:24]([F:23])[CH:25]=2)[CH2:18][CH2:19][CH3:20])[N:12]=[CH:11]1)([CH3:9])[CH2:3][N:4]1[CH2:8][CH2:7][CH2:6][CH2:5]1. Starting materials: CC(CN1CCCC1)(C)N1C=NC(=C1)NC(C(CCC)N)=O (2-Amino-pentanoic acid [1-(1,1-dimethyl-2-pyrrolidin-1-yl-ethyl)-1H-imidazol-4-yl]-amide), FC=1C=C(C=C(C1)F)CC(C)=O (1-(3,5-difluoro-phenyl)-propan-2-one). Procedure: 2-Amino-pentanoic acid [1-(1,1-dimethyl-2-pyrrolidin-1-yl-ethyl)-1H-imidazol-4-yl]-amide was reacted with 1-(3,5-difluoro-phenyl)-propan-2-one to provide the title compound: C13 NMR (100 MHz, CDCl3) 14.0, 14.1, 19.2, 19.5, 20.1, 21.1, 24.3, 26.6, 36.1, 36.6, 43.6, 44.1, 54.4, 54.9, 56.0, 59.1, 59.1, 60.9, 61.1, 67.3, 101.8, 101.9, 102.0, 102.2, 102.3, 102.4, 104.7, 104.7, 112.0, 112.1, 112.2, 112.3, 112.3, 112.4, 112.5, 131.1, 137.2, 137.3, 143.1, 143.1, 161.8, 162.0, 164.3, 164.4, 172.1, 172.4;... Reactants: Fc1cccc(CCBr)c1, O=C([O-])[O-], N#Cc1ccc(CNS(=O)(=O)CCN2CC3CNCC(C2)O3)cc1, CC#N, Cl, Cl, [K+], [K+], O. The product is N#Cc1ccc(CNS(=O)(=O)CCN2CC3CN(CCc4cccc(F)c4)CC(C2)O3)cc1. As a reaction SMILES: [Br:27][CH2:28][CH2:29][c:30]1[cH:31][c:32]([F:36])[cH:33][cH:34][cH:35]1.[C:37](=[O:38])([O-:39])[O-:40].[C:3](#[N:4])[c:5]1[cH:6][cH:7][c:8]([CH2:9][NH:10][S:11](=[O:12])(=[O:13])[CH2:14][CH2:15][N:16]2[CH2:17][CH:18]3[CH2:19][NH:20][CH2:21][CH:22]([CH2:23]2)[O:24]3)[cH:25][cH:26]1.[CH3:43][C:44]#[N:45].[ClH:1].[ClH:2].[K+:41].[K+:42].[OH2:46]>>[C:3](#[N:4])[c:5]1[cH:6][cH:7][c:8]([CH2:9][NH:10][S:11](=[O:12])(=[O:13])[CH2:14][CH2:15][N:16]2[CH2:17][CH:18]3[CH2:19][N:20]([CH2:28][CH2:29][c:30]4[cH:31][c:32]([F:36])[cH:33][cH:34][cH:35]4)[CH2:21][CH:22]([CH2:23]2)[O:24]3)[cH:25][cH:26]1. Reactants: formula 3, NC(C(C)C)P(OC)(OC)=O (dimethyl (1-amino-2-methylpropyl)phosphonate), tertiary amine, tertiary amines, C(C)(C)N(CC)C(C)C (diisopropylethylamine), CN(C)C1=NC=CC=C1 (dimethylaminopyridine), carboalkoxyalkyl halide, C(=O)(OC)CCC(=O)Cl (carbomethoxypropionyl chloride). Solvent: N1=CC=CC=C1 (pyridine). Reaction conditions: temperature 0 celsius. Yields the product Formula 4, C(=O)(OC)CCC(=O)NC(C(C)C)P(OC)(OC)=O (dimethyl [1-[N-(3-carbomethoxypropionyl)amino]-2-methylpropyl]phosphonate). Reaction SMILES: [NH2:1][CH:2]([P:6](=[O:11])([O:9][CH3:10])[O:7][CH3:8])[CH:3]([CH3:5])[CH3:4].C(N(C(C)C)CC)(C)C.CN(C1C=CC=CN=1)C.[C:30]([CH2:34][CH2:35][C:36](Cl)=[O:37])([O:32][CH3:33])=[O:31]>N1C=CC=CC=1>[C:30]([CH2:34][CH2:35][C:36]([NH:1][CH:2]([P:6](=[O:11])([O:7][CH3:8])[O:9][CH3:10])[CH:3]([CH3:5])[CH3:4])=[O:37])([O:32][CH3:33])=[O:31]. Procedure: To a solution of a compound of formula 3, preferably dimethyl (1-amino-2-methylpropyl)phosphonate, in an anhydrous polar aprotic solvent, preferably pyridine, is added a tertiary amine, preferably a mixture of tertiary amines, and most preferably, a mixture of diisopropylethylamine and dimethylaminopyridine. The mixture is cooled, preferably to 0° C, and a carboalkoxyalkyl halide, preferably carbomethoxypropionyl chloride is added. The reaction is allowed to stir until the reaction is complete. ... Reactants: C1(=CC=CC=C1)N1N(NC(=C1)[Si](C)(C)C)C(=O)OCC (Ethyl 3-phenyl-5-trimethylsilanyl-1H-[1,2,3]triazole-2-carboxylate), [OH-].[Li+] (lithium hydroxide). Solvent: O1CCCC1.O (tetrahydrofuran water). Product: C1(=CC=CC=C1)N1N(NC(=C1)[Si](C)(C)C)C(=O)O (3-phenyl-5-trimethylsilanyl-1H-[1,2,3]triazole-2-carboxylic acid). Yield: 23236.9%. RXN SMILES: [C:1]1([N:7]2[CH:11]=[C:10]([Si:12]([CH3:15])([CH3:14])[CH3:13])[NH:9][N:8]2[C:16]([O:18]CC)=[O:17])[CH:6]=[CH:5][CH:4]=[CH:3][CH:2]=1.[OH-].[Li+]>O1CCCC1.O>[C:1]1([N:7]2[CH:11]=[C:10]([Si:12]([CH3:13])([CH3:14])[CH3:15])[NH:9][N:8]2[C:16]([OH:18])=[O:17])[CH:2]=[CH:3][CH:4]=[CH:5][CH:6]=1 |f:1.2,3.4|. Procedure details: Ethyl 3-phenyl-5-trimethylsilanyl-1H-[1,2,3]triazole-2-carboxylate (3.0 mg) which is the compound prepared in the above 2) was dissolved in 20 ml of tetrahydrofuran/water, 1.0 ml of 3N lithium hydroxide was dropped thereinto and the mixture was stirred at room temperature for one night. The solvent was evaporated in vacuo, a saturated aqueous solution of sodium hydrogen carbonate was added to the residue, the mixture was subjected to a back extraction with ethyl acetate, an aqueous layer was neu... Reaction SMILES: [OH:1][CH:2]([C:9]1[CH:10]=[CH:11][C:12]2[O:13]C(C3C=CC=CC=3)[O:15][CH2:16][C:17]=2[N:18]=1)[CH2:3][NH:4][C:5]([CH3:8])([CH3:7])[CH3:6].[ClH:25]>CC(C)=O.O>[ClH:25].[ClH:25].[OH:15][CH2:16][C:17]1[C:12]([OH:13])=[CH:11][CH:10]=[C:9]([CH:2]([OH:1])[CH2:3][NH:4][C:5]([CH3:7])([CH3:6])[CH3:8])[N:18]=1 |f:2.3,4.5.6|. Reported procedure: One and five-tenths grams (4.8 m moles) of the above intermediate 6-(1-hydroxy-2-t-butylaminoethyl)-2-phenyl-4H-pyrido[3,2-d]-1,3-dioxin is dissolved in 20 ml. of acetone-water (1:1 v/v) and is treated with 1 ml. of 12N hydrochloric acid. After heating the solution to reflux for 5 hrs. the mixture is concentrated to an oil and dissolved in 100 ml. of ethanol. The water is azeotroped with 3 × 100 ml. portions of ethanol and the free base of the product generated by the addition of triethylamine. ... Solvent: CC(=O)C.O (acetone water). Product: Cl.Cl.OCC1=NC(=CC=C1O)C(CNC(C)(C)C)O (2-Hydroxymethyl-3-hydroxy-6-(1-hydroxy-2-t-butylaminoethyl)pyridine dihydrochloride). Reactants: OC(CNC(C)(C)C)C=1C=CC=2OC(OCC2N1)C1=CC=CC=C1 (6-(1-hydroxy-2-t-butylaminoethyl)-2-phenyl-4H-pyrido[3,2-d]-1,3-dioxin), Cl (hydrochloric acid). Starting materials: CC(=CC(CO)NC(=O)OC(C)(C)C)CP(=O)(OC(C)C)OC(C)C, CC(C)=O, CC(C)O, [Cl-], [Na+], O=[Cr](=O)=O, O=S(=O)(O)O. Product: CC(=CC(NC(=O)OC(C)(C)C)C(=O)O)CP(=O)(OC(C)C)OC(C)C. Reaction SMILES: [C:1]([CH3:2])([CH3:3])([CH3:4])[O:5][C:6]([NH:7][CH:8]([CH2:9][OH:10])[CH:11]=[C:12]([CH2:13][P:14](=[O:15])([O:16][CH:17]([CH3:18])[CH3:19])[O:20][CH:21]([CH3:22])[CH3:23])[CH3:24])=[O:25].[CH3:32][C:33](=[O:34])[CH3:35].[CH:26]([CH3:27])([CH3:28])[OH:29].[Cl-:31].[Na+:30].[O:36]=[Cr:37](=[O:38])=[O:39].[S:40](=[O:41])(=[O:42])([OH:43])[OH:44]>>[C:1]([CH3:2])([CH3:3])([CH3:4])[O:5][C:6]([NH:7][CH:8]([C:9](=[O:10])[OH:29])[CH:11]=[C:12]([CH2:13][P:14](=[O:15])([O:16][CH:17]([CH3:18])[CH3:19])[O:20][CH:21]([CH3:22])[CH3:23])[CH3:24])=[O:25]. Reaction SMILES: [CH3:39][N:40]1[CH2:41][CH2:42][CH2:43][C:44]1=[O:45].[Cl:1][c:2]1[c:3](-[c:22]2[cH:23][c:24]([C:28]([F:29])([F:30])[F:31])[cH:25][cH:26][cH:27]2)[cH:4][c:5]([CH3:21])[c:6]([C:8](=[O:9])[N:10]2[CH2:11][CH2:12][CH:13]([N:16]3[CH2:17][CH2:18][CH2:19][CH2:20]3)[CH2:14][CH2:15]2)[n:7]1.[H-:37].[Na+:38].[nH:32]1[n:33][cH:34][n:35][cH:36]1>>[c:2]1(-[n:32]2[n:33][cH:34][n:35][cH:36]2)[c:3](-[c:22]2[cH:23][c:24]([C:28]([F:29])([F:30])[F:31])[cH:25][cH:26][cH:27]2)[cH:4][c:5]([CH3:21])[c:6]([C:8](=[O:9])[N:10]2[CH2:11][CH2:12][CH:13]([N:16]3[CH2:17][CH2:18][CH2:19][CH2:20]3)[CH2:14][CH2:15]2)[n:7]1. Reactants: CN1CCCC1=O, Cc1cc(-c2cccc(C(F)(F)F)c2)c(Cl)nc1C(=O)N1CCC(N2CCCC2)CC1, [H-], [Na+], c1nc[nH]n1. The product is Cc1cc(-c2cccc(C(F)(F)F)c2)c(-n2cncn2)nc1C(=O)N1CCC(N2CCCC2)CC1. Starting materials: C([O-])([O-])=O.[Cs+].[Cs+] (Cesium carbonate), CI (methyl iodide), CN(C)C=O (DMF), CC1=NC=C(C(=N1)C)OC[C@@]1([C@@H](C1)C(=O)NC1=NC=C(C=C1)F)C1=CC(=C(C=C1)O)F ((1R,2S)-2-{[(2,4-dimethylpyrimidin-5-yl)oxy]methyl}-2-(3-fluoro-4-hydroxyphenyl)-N-(5-fluoropyridin-2-yl)cyclopropanecarboxamide). The solvent is O (Water). Reaction conditions: time 2 hour. Product: CC1=NC=C(C(=N1)C)OC[C@@]1([C@@H](C1)C(=O)NC1=NC=C(C=C1)F)C1=CC(=C(C=C1)OC)F ((1R,2S)-2-{[(2,4-dimethylpyrimidin-5-yl)oxy]methyl}-2-(3-fluoro-4-methoxyphenyl)-N-(5-fluoropyridin-2-yl)cyclopropanecarboxamide). The yield is 45.2%. As a reaction SMILES: [C:1](=[O:4])([O-])[O-].[Cs+].[Cs+].CI.CN(C=O)C.[CH3:14][C:15]1[N:20]=[C:19]([CH3:21])[C:18]([O:22][CH2:23][C@@:24]2([C:37]3[CH:42]=[CH:41][C:40](O)=[C:39]([F:44])[CH:38]=3)[CH2:26][C@H:25]2[C:27]([NH:29][C:30]2[CH:35]=[CH:34][C:33]([F:36])=[CH:32][N:31]=2)=[O:28])=[CH:17][N:16]=1>O>[CH3:14][C:15]1[N:20]=[C:19]([CH3:21])[C:18]([O:22][CH2:23][C@@:24]2([C:37]3[CH:42]=[CH:41][C:40]([O:4][CH3:1])=[C:39]([F:44])[CH:38]=3)[CH2:26][C@H:25]2[C:27]([NH:29][C:30]2[CH:35]=[CH:34][C:33]([F:36])=[CH:32][N:31]=2)=[O:28])=[CH:17][N:16]=1 |f:0.1.2|. Procedure details: Cesium carbonate (172 mg) and methyl iodide (26.8 ul) were added to a DMF (5 ml) solution of the compound 321 (150 mg), and the obtained mixture was stirred at room temperature for 2 hours. Water was added to the reaction solution, and the mixture was extracted with ethyl acetate. The obtained organic layer was washed with a saturated sodium chloride aqueous solution, dried over magnesium sulfate, and then concentrated under reduced pressure. The obtained residue was purified by silica gel colum...